This data is from the Open Reaction Database (ORD), a public repository of structured organic reaction records. The task is: describe an organic reaction: reactants, conditions, products, and yield The reactants are Cn1cc(Br)cc(Br)c1=O, O=C([O-])[O-], CCOC(C)=O, [Cs+], [Cs+], CC(C)(O)c1ccc(N)nc1, CC(=O)[O-], CC(=O)[O-], C1COCCO1, [Pd+2]. Product: Cn1cc(Br)cc(Nc2ccc(C(C)(C)O)cn2)c1=O. RXN SMILES: [Br:12][c:13]1[c:14](=[O:21])[n:15]([CH3:20])[cH:16][c:17]([Br:19])[cH:18]1.[C:22](=[O:23])([O-:24])[O-:25].[CH3:34][CH2:35][O:36][C:37]([CH3:38])=[O:39].[Cs+:26].[Cs+:27].[NH2:1][c:2]1[cH:3][cH:4][c:5]([C:8]([CH3:9])([CH3:10])[OH:11])[cH:6][n:7]1.[O-:41][C:42]([CH3:43])=[O:44].[O-:45][C:46]([CH3:47])=[O:48].[O:28]1[CH2:29][CH2:30][O:31][CH2:32][CH2:33]1.[Pd+2:40]>>[NH:1]([c:2]1[cH:3][cH:4][c:5]([C:8]([CH3:9])([CH3:10])[OH:11])[cH:6][n:7]1)[c:13]1[c:14](=[O:21])[n:15]([CH3:20])[cH:16][c:17]([Br:19])[cH:18]1.